This data is from the Open Reaction Database (ORD), a public repository of structured organic reaction records. The task is: describe an organic reaction: reactants, conditions, products, and yield Reactants: ClC=1C=C(CN)C=CC1Cl (3,4-dichlorobenzylamine), COC(C1=CC=C(C=C1)C=1N=C(C2=C(N1)SC1=C2CCCC1)Cl)=O (4-(4-chloro-5,6,7,8-tetrahydro-[1]-benzothieno-[2,3-d]-pyrimidin-2-yl)-benzoic acid methylester). Product: COC(C1=CC=C(C=C1)C=1N=C(C2=C(N1)SC1=C2CCCC1)NCC1=CC(=C(C=C1)Cl)Cl)=O (4-[4-(3,4-dichlorobenzylamino)-5,6,7,8-tetrahydro-[1]-benzothieno-[2,3-d]-pyrimidin-2-yl]-benzoic acid methylester). Reaction SMILES: [Cl:1][C:2]1[CH:3]=[C:4]([CH:7]=[CH:8][C:9]=1[Cl:10])[CH2:5][NH2:6].[CH3:11][O:12][C:13](=[O:34])[C:14]1[CH:19]=[CH:18][C:17]([C:20]2[N:21]=[C:22](Cl)[C:23]3[C:28]4[CH2:29][CH2:30][CH2:31][CH2:32][C:27]=4[S:26][C:24]=3[N:25]=2)=[CH:16][CH:15]=1>>[CH3:11][O:12][C:13](=[O:34])[C:14]1[CH:15]=[CH:16][C:17]([C:20]2[N:21]=[C:22]([NH:6][CH2:5][C:4]3[CH:7]=[CH:8][C:9]([Cl:10])=[C:2]([Cl:1])[CH:3]=3)[C:23]3[C:28]4[CH2:29][CH2:30][CH2:31][CH2:32][C:27]=4[S:26][C:24]=3[N:25]=2)=[CH:18][CH:19]=1. Procedure details: The reaction procedure as above wherein 3,4-dichlorobenzylamine is reacted with 4-(4-chloro-5,6,7,8-tetrahydro-[1]-benzothieno-[2,3-d]-pyrimidin-2-yl)-benzoic acid methylester yields 4-[4-(3,4-dichlorobenzylamino)-5,6,7,8-tetrahydro-[1]-benzothieno-[2,3-d]-pyrimidin-2-yl]-benzoic acid methylester Starting materials: COC1=CC(=C(C=C1)C(=O)C1=CC=C(C=C1)OCCN1CCCCC1)C1=CC2=CC=C(C=C2CC1)OC ([4-methoxy-2-(6-methoxy-3,4-dihydronaphthalen-2-yl)phenyl][4-(2-piperidin-1-ylethoxy)phenyl]methanone), COC1=CC(=C(CC2=CC=C(OCCN3CCCCC3)C=C2)C=C1)C1=CC2=CC=C(C=C2CC1)OC (1-{2-{4-[4-methoxy-2-(6-methoxy-3,4-dihydronaphthalen-2-yl)benzyl]phenoxy}ethyl}piperidine). The product is COC1=CC(=C(CC2=CC=C(OCCN3CCCCC3)C=C2)C=C1)C1CC2=CC=C(C=C2CC1)OC (1-{2-{4-[4-methoxy-2-(6-methoxy-1,2,3,4-tetrahydronaphthalen-2-yl)benzyl]phenoxy}ethyl}piperidine). As a reaction SMILES: [CH3:1][O:2][C:3]1[CH:8]=[CH:7][C:6]([C:9]([C:11]2[CH:16]=[CH:15][C:14]([O:17][CH2:18][CH2:19][N:20]3[CH2:25][CH2:24][CH2:23][CH2:22][CH2:21]3)=[CH:13][CH:12]=2)=O)=[C:5]([C:26]2[CH2:35][CH2:34][C:33]3[C:28](=[CH:29][CH:30]=[C:31]([O:36][CH3:37])[CH:32]=3)[CH:27]=2)[CH:4]=1.COC1C=CC(CC2C=CC(OCCN3CCCCC3)=CC=2)=C(C2CCC3C(=CC=C(OC)C=3)C=2)C=1>>[CH3:1][O:2][C:3]1[CH:8]=[CH:7][C:6]([CH2:9][C:11]2[CH:16]=[CH:15][C:14]([O:17][CH2:18][CH2:19][N:20]3[CH2:25][CH2:24][CH2:23][CH2:22][CH2:21]3)=[CH:13][CH:12]=2)=[C:5]([CH:26]2[CH2:35][CH2:34][C:33]3[C:28](=[CH:29][CH:30]=[C:31]([O:36][CH3:37])[CH:32]=3)[CH2:27]2)[CH:4]=1. Procedure: Synthesized from [4-methoxy-2-(6-methoxy-3,4-dihydronaphthalen-2-yl)phenyl][4-(2-piperidin-1-ylethoxy)phenyl]methanone according to an analogous synthetic method to Example 337 described below, 1-{2-{4-[4-methoxy-2-(6-methoxy-3,4-dihydronaphthalen-2-yl)benzyl]phenoxy}ethyl}piperidine (228 mg) was used according to an analogous synthetic method to Example 30 described below to provide 1-{2-{4-[4-methoxy-2-(6-methoxy-1,2,3,4-tetrahydronaphthalen-2-yl)benzyl]phenoxy}ethyl}piperidine (190 mg). This ... Reactants: solution, [H-].[Al+3].[Li+].[H-].[H-].[H-] (lithium aluminium hydride), O1CCCC1 (tetrahydrofuran), C(C)OC(=O)C1CCN(CC1)C (1-Methyl-4-piperdine carboxylic acid ethyl ester), [OH-].[Na+] (sodium hydroxide). The solvent is CCOCC (ether), O (water), O (Water). Reaction conditions: time 3 hour. Yields the product CN1CCC(CC1)CO (1-Methyl-4-piperdinemethanol). Isolated yield 67.2%. Reaction SMILES: C([O:3][C:4]([CH:6]1[CH2:11][CH2:10][N:9]([CH3:12])[CH2:8][CH2:7]1)=O)C.[H-].[Al+3].[Li+].[H-].[H-].[H-].O1CCCC1.[OH-].[Na+]>CCOCC.O>[CH3:12][N:9]1[CH2:10][CH2:11][CH:6]([CH2:4][OH:3])[CH2:7][CH2:8]1 |f:1.2.3.4.5.6,8.9|. Procedure details: 1-Methyl-4-piperdine carboxylic acid ethyl ester (8.95 g, 53 mmol) was dissolved in ether (100 ml) and a 1N solution of lithium aluminium hydride in tetrahydrofuran (57 ml, 57.5 mmol) added at 0° C. and the reaction mixture allowed to warm to ambient temperature and stirred for 3 hours. Water (2 ml), 2N sodium hydroxide (4 ml) and a further portion of water (2 ml) was added and the precipitate collected by suction filtration. The filtrate was evaporated to afford the title compound (4.6 g, 68% y... Reactants: FC(CN1N=CC(=C1)C(=O)O)(F)F (1-(2,2,2-Trifluoroethyl)pyrazole-4-carboxylic acid), NC=1C=CC(=C(C#N)C1)OCC(C)(C)C (5-amino-2-neopentyloxybenzonitrile), ON1N=NC2=C1C=CC=C2 (1-hydroxybenzotriazole), C(C)N=C=NCCCN(C)C (1-ethyl-3-(3′-dimethylaminopropyl)carbodiimide), C([O-])([O-])=O.[K+].[K+] (potassium carbonate). The solvent is CN(C=O)C (dimethylformamide). Conditions: time 1.5 hour. Yields the product C(#N)C=1C=C(C=CC1OCC(C)(C)C)NC(=O)C=1C=NN(C1)CC(F)(F)F (N-(3-Cyano-4-neopentyloxyphenyl)-1-(2,2,2-trifluoroethyl)pyrazole-4-carboxamide). The yield is 41.8%. RXN SMILES: [F:1][C:2]([F:13])([F:12])[CH2:3][N:4]1[CH:8]=[C:7]([C:9]([OH:11])=O)[CH:6]=[N:5]1.[NH2:14][C:15]1[CH:16]=[CH:17][C:18]([O:23][CH2:24][C:25]([CH3:28])([CH3:27])[CH3:26])=[C:19]([CH:22]=1)[C:20]#[N:21].ON1C2C=CC=CC=2N=N1.C(N=C=NCCCN(C)C)C.C(=O)([O-])[O-].[K+].[K+]>CN(C)C=O>[C:20]([C:19]1[CH:22]=[C:15]([NH:14][C:9]([C:7]2[CH:6]=[N:5][N:4]([CH2:3][C:2]([F:1])([F:13])[F:12])[CH:8]=2)=[O:11])[CH:16]=[CH:17][C:18]=1[O:23][CH2:24][C:25]([CH3:27])([CH3:26])[CH3:28])#[N:21] |f:4.5.6|. Procedure: 1-(2,2,2-Trifluoroethyl)pyrazole-4-carboxylic acid (2.2 g), 5-amino-2-neopentyloxybenzonitrile (2.5 g), 1-hydroxybenzotriazole (1.8 g) and 1-ethyl-3-(3′-dimethylaminopropyl)carbodiimide (2.6 g) were added to dimethylformamide (20 ml) and the mixture was stirred at room temperature for 1.5 h. The reaction mixture was treated with aqueous potassium carbonate solution and extracted with ethyl acetate. The organic layer was washed with saturated brine and dried over anhydrous magnesium sulfate, afte... The reactants are CN(C=CC(=O)C=1C=C(C=CC1)CCNC(OCC)=O)C ([3-[3-(dimethylamino)-1-oxo-2-propenyl]phenyl]ethylcarbamic acid, ethyl ester), NC1=NNC=C1C#N (3-aminopyrazole-4-carbonitrile). Product: C(#N)C=1C=NN2C1N=CC=C2C=2C=C(C=CC2)CCNC(OCC)=O ([3-(3-Cyanopyrazolo[1,5-a]pyrimidin-7-yl)phenyl]ethylcarbamic acid, ethyl ester). RXN SMILES: C[N:2]([CH3:21])[CH:3]=[CH:4][C:5]([C:7]1[CH:8]=[C:9]([CH2:13][CH2:14][NH:15][C:16](=[O:20])[O:17][CH2:18][CH3:19])[CH:10]=[CH:11][CH:12]=1)=O.N[C:23]1[C:27]([C:28]#[N:29])=C[NH:25][N:24]=1>>[C:28]([C:27]1[CH:23]=[N:24][N:25]2[C:5]([C:7]3[CH:8]=[C:9]([CH2:13][CH2:14][NH:15][C:16](=[O:20])[O:17][CH2:18][CH3:19])[CH:10]=[CH:11][CH:12]=3)=[CH:4][CH:3]=[N:2][C:21]=12)#[N:29]. Reported procedure: A 2.0 g portion of [3-[3-(dimethylamino)-1-oxo-2-propenyl]phenyl]ethylcarbamic acid, ethyl ester was reacted with 1.08 g of 3-aminopyrazole-4-carbonitrile as described in Example 13, giving 2.52 g of the desired product, mp 133°-135° C. The reactants are FC(C(=O)O)(F)F.C(C)S(=O)(=O)N1CCC(CC1)C1=CNC2=C(C=C(C=C12)C1=CC(=CC(=C1)CNC[C@H]1OCCC1)F)C(=O)N (3-[1-(ethylsulfonyl)-4-piperidinyl]-5-[3-fluoro-5-({[(2S)-tetrahydro-2-furanylmethyl]amino}methyl)phenyl]-1H-indole-7-carboxamide trifluoroacetate), O1[C@@H](CCC1)CN (1-[(2S)-tetrahydro-2-furanyl]methanamine). The product is FC(C(=O)O)(F)F.C(C)S(=O)(=O)N1CCC(CC1)C1=CNC2=C(C=C(C=C12)C1=CC(=CC(=C1)CN[C@H](C(C)(C)C)C)F)C(=O)N (3-[1-(ethylsulfonyl)-4-piperidinyl]-5-[3-fluoro-5-({[(1S)-1,2,2-trimethylpropyl]amino}methyl)phenyl]-1H-indole-7-carboxamide trifluoroacetate). Yield: 34.7%. As a reaction SMILES: [F:1][C:2]([F:7])([F:6])[C:3]([OH:5])=[O:4].[CH2:8]([S:10]([N:13]1[CH2:18][CH2:17][CH:16]([C:19]2[C:27]3[C:22](=[C:23]([C:43]([NH2:45])=[O:44])[CH:24]=[C:25]([C:28]4[CH:33]=[C:32]([CH2:34][NH:35][CH2:36][C@@H:37]5CCCO5)[CH:31]=[C:30]([F:42])[CH:29]=4)[CH:26]=3)[NH:21][CH:20]=2)[CH2:15][CH2:14]1)(=[O:12])=[O:11])[CH3:9].O1[CH2:50][CH2:49][CH2:48][C@H]1CN>>[F:1][C:2]([F:7])([F:6])[C:3]([OH:5])=[O:4].[CH2:8]([S:10]([N:13]1[CH2:14][CH2:15][CH:16]([C:19]2[C:27]3[C:22](=[C:23]([C:43]([NH2:45])=[O:44])[CH:24]=[C:25]([C:28]4[CH:33]=[C:32]([CH2:34][NH:35][C@@H:36]([CH3:37])[C:49]([CH3:48])([CH3:50])[CH3:2])[CH:31]=[C:30]([F:42])[CH:29]=4)[CH:26]=3)[NH:21][CH:20]=2)[CH2:17][CH2:18]1)(=[O:11])=[O:12])[CH3:9] |f:0.1,3.4|. Procedure details: The title compound was prepared according to the general procedure of 3-[1-(ethylsulfonyl)-4-piperidinyl]-5-[3-fluoro-5-({[(2S)-tetrahydro-2-furanylmethyl]amino}methyl)phenyl]-1H-indole-7-carboxamide trifluoroacetate, substituting (2S)-3,3-dimethyl-2-butanamine (52 mg, 0.525 mmol) for 1-[(2S)-tetrahydro-2-furanyl]methanamine to afford 19.8 mg of the title compound (34.7%).